From a dataset of the Open Reaction Database (ORD), a public repository of structured organic reaction records. describe an organic reaction: reactants, conditions, products, and yield The reactants are Br, CC(NC(=O)OCc1ccccc1)C(=O)N1CCCC1C(=O)O, CCCCC[NH-], CC(=O)O. The product is CCCCC[NH-], CC(N)C(=O)N1CCCC1C(=O)O. Reaction SMILES: [BrH:30].[CH2:1]([O:2][C:3](=[O:4])[NH:11][CH:12]([CH3:13])[C:14](=[O:15])[N:16]1[CH:17]([C:18](=[O:19])[OH:20])[CH2:21][CH2:22][CH2:23]1)[c:5]1[cH:6][cH:7][cH:8][cH:9][cH:10]1.[CH2:24]([CH2:25][CH2:26][CH2:27][CH3:28])[NH-:29].[CH3:31][C:32](=[O:33])[OH:34]>>[CH2:24]([CH2:25][CH2:26][CH2:27][CH3:28])[NH-:29].[NH2:11][CH:12]([CH3:13])[C:14](=[O:15])[N:16]1[CH:17]([C:18](=[O:19])[OH:20])[CH2:21][CH2:22][CH2:23]1.